This data is from the Open Reaction Database (ORD), a public repository of structured organic reaction records. The task is: describe an organic reaction: reactants, conditions, products, and yield The reactants are ClC1=C(C=C(C=N1)N[C@H](CC)C1=CC(=C(C=C1)Cl)C)C(OC)OC ((6-Chloro-5-dimethoxymethyl-pyridin-3-yl)-[(R)-1-(4-chloro-3-methyl-phenyl)-propyl]-amine), C(Cl)Cl (CH2Cl2), [Zn](C)C (ZnMe2). Reagents/catalysts: C1=CC=C(C=C1)P([C-]2C=CC=C2)C3=CC=CC=C3.C1=CC=C(C=C1)P([C-]2C=CC=C2)C3=CC=CC=C3.Cl[Pd]Cl.[Fe+2] (Pd(dppf)Cl2). Solvent: O1CCOCC1 (dioxane). Reaction conditions: temperature 100 celsius, time 8 hour. Yields the product ClC1=C(C=C(C=C1)[C@@H](CC)NC=1C=NC(=C(C1)C(OC)OC)C)C ([(R)-1-(4-Chloro-3-methyl-phenyl)-propyl]-(5-dimethoxymethyl-6-methyl-pyridin-3-yl)-amine). As a reaction SMILES: Cl[C:2]1[N:7]=[CH:6][C:5]([NH:8][C@@H:9]([C:12]2[CH:17]=[CH:16][C:15]([Cl:18])=[C:14]([CH3:19])[CH:13]=2)[CH2:10][CH3:11])=[CH:4][C:3]=1[CH:20]([O:23][CH3:24])[O:21][CH3:22].[CH2:25](Cl)Cl.[Zn](C)C>O1CCOCC1.C1C=CC(P(C2C=CC=CC=2)[C-]2C=CC=C2)=CC=1.C1C=CC(P(C2C=CC=CC=2)[C-]2C=CC=C2)=CC=1.Cl[Pd]Cl.[Fe+2]>[Cl:18][C:15]1[CH:16]=[CH:17][C:12]([C@H:9]([NH:8][C:5]2[CH:6]=[N:7][C:2]([CH3:25])=[C:3]([CH:20]([O:23][CH3:24])[O:21][CH3:22])[CH:4]=2)[CH2:10][CH3:11])=[CH:13][C:14]=1[CH3:19] |f:4.5.6.7|. Procedure details: A mixture of INT 48 (250 mg, 0.677 mmol) and Pd(dppf)Cl2.CH2Cl2 (16.6 mg, 0.020 mmol) was dissolved in degassed dioxane (7 mL) and ZnMe2 (2 M in toluene, 1.02 mL, 2.04 mmol) was added. The mixture was stirred in a sealed vessel at 100° C. overnight. After cooling down, the mixture was quenched with a few drops of MeOH and the mixture was diluted with EtOAc, washed with saturated aqueous sodium bicarbonate and brine, dried over sodium sulfate and concentrated. The crude product was purified by fl... Reactants: O=C([O-])[O-], CN(C)C=O, COS(=O)(=O)OC, CCOC(C)=O, [K+], [K+], Nc1cc(Oc2ccccc2)ccc1C(=O)O. Yields the product COC(=O)c1ccc(Oc2ccccc2)cc1N. As a reaction SMILES: [C:23](=[O:24])([O-:25])[O-:26].[CH3:1][N:2]([CH3:3])[CH:4]=[O:5].[CH3:29][O:30][S:31]([O:32][CH3:33])(=[O:34])=[O:35].[CH3:36][CH2:37][O:38][C:39](=[O:40])[CH3:41].[K+:27].[K+:28].[NH2:6][c:7]1[c:8]([C:9](=[O:10])[OH:11])[cH:12][cH:13][c:14]([O:16][c:17]2[cH:18][cH:19][cH:20][cH:21][cH:22]2)[cH:15]1>>[CH3:1][O:11][C:9]([c:8]1[c:7]([NH2:6])[cH:15][c:14]([O:16][c:17]2[cH:18][cH:19][cH:20][cH:21][cH:22]2)[cH:13][cH:12]1)=[O:10]. Reactants: 10, 10, ( c ), ( c ), CN[C@H]1C[C@H]([C@@H]([C@H]([C@@H]1O)O[C@H]2[C@@H]3[C@H]([C@H]([C@H](O2)CO)O)OC4(O3)[C@@H]([C@@H]([C@H]([C@H](O4)[C@H](CO)N)O)O)O)O)N (hygromycin B), ( b ), ( a ). Solvent: O (water). Product: CN[C@@H]1C[C@@H]([C@H]([C@@H]([C@H]1O)O[C@@H]2[C@H]3[C@H]([C@H]([C@H](O2)CO)O)O[C@]4(O3)[C@@H]([C@H]([C@H]([C@H](O4)[C@@H](CO)N)O)O)O)O)N (Hygromycin). RXN SMILES: [CH3:1][NH:2][C@@H:3]1[C@@H:8]([OH:9])[C@H:7]([O:10][C@@H:11]2[O:16][C@H:15]([CH2:17][OH:18])[C@H:14]([OH:19])[C@@H:13]3[O:20][C:21]4([O:27][C@H:26]([C@@H:28]([NH2:31])[CH2:29][OH:30])[C@H:25]([OH:32])[C@@H:24]([OH:33])[C@H:23]4[OH:34])[O:22][C@H:12]23)[C@@H:6]([OH:35])[C@H:5]([NH2:36])[CH2:4]1>O>[CH3:1][NH:2][C@H:3]1[C@H:8]([OH:9])[C@@H:7]([O:10][C@H:11]2[O:16][C@H:15]([CH2:17][OH:18])[C@H:14]([OH:19])[C@@H:13]3[O:20][C@:21]4([O:27][C@H:26]([C@H:28]([NH2:31])[CH2:29][OH:30])[C@H:25]([OH:32])[C@H:24]([OH:33])[C@H:23]4[OH:34])[O:22][C@@H:12]23)[C@H:6]([OH:35])[C@@H:5]([NH2:36])[CH2:4]1. Reported procedure: After the incubation in Example 2, each culture was diluted with water to an OD600 of 0.5 (cell count 107 cells/ml) and further diluted by a factor of 10 (in the far left column marked with 10−1 in FIG. 3), and 7 μl of each dilution was spotted onto an YES medium (agar plate) and incubated at 30° C. (FIG. 3(a)) and 37° C. (FIG. 3 (c)) for 3 days. Similarly, each dilution was incubated on YES medium (5 mL) containing 20 μg/l hygromycin B (0.05 mass %) at 30° C. overnight (FIG. 3 (b)). If a rapid ... Starting materials: BrC=1C=NC=2N(C1)N=C(C2)C(C)(C)C (6-bromo-2-tert-butyl-pyrazolo[1,5-a]pyrimidine), C(#C)C1=CC=C(C=C1)F (1-ethynyl-4-fluoro-benzene). Product: C(C)(C)(C)C1=NN2C(N=CC(=C2)C#CC2=CC=C(C=C2)F)=C1 (2-tert-Butyl-6-(4-fluoro-phenylethynyl)-pyrazolo[1,5-a]pyrimidine). RXN SMILES: Br[C:2]1[CH:3]=[N:4][C:5]2[N:6]([N:8]=[C:9]([C:11]([CH3:14])([CH3:13])[CH3:12])[CH:10]=2)[CH:7]=1.[C:15]([C:17]1[CH:22]=[CH:21][C:20]([F:23])=[CH:19][CH:18]=1)#[CH:16]>>[C:11]([C:9]1[CH:10]=[C:5]2[N:4]=[CH:3][C:2]([C:16]#[C:15][C:17]3[CH:22]=[CH:21][C:20]([F:23])=[CH:19][CH:18]=3)=[CH:7][N:6]2[N:8]=1)([CH3:14])([CH3:13])[CH3:12]. Procedure: The title compound, light yellow solid, MS: m/e=294.2 (M+H+), can be prepared in accordance with the general method of example 1 from 6-bromo-2-tert-butyl-pyrazolo[1,5-a]pyrimidine (example 9, step 1) and 1-ethynyl-4-fluoro-benzene. Starting materials: C(C)(C)(C)OC(NC1=NC(=CC=C1)CC1CN(CC1O)CC1=CC=CC=C1)=O ([6-(1-benzyl-4-hydroxy-pyrrolidin-3-ylmethyl)-pyridin-2-yl]-carbamic acid tert-butyl ester). Reagents/catalysts: [Pd] (Pd—C). The solvent is CO (MeOH). Yields the product C(C)(C)(C)OC(NC1=NC(=CC=C1)CC1CNCC1O)=O ([6-(4-hydroxy-pyrrolidin-3-ylmethyl)-pyridin-2-yl]-carbamic acid tert-butyl ester). As a reaction SMILES: [C:1]([O:5][C:6](=[O:28])[NH:7][C:8]1[CH:13]=[CH:12][CH:11]=[C:10]([CH2:14][CH:15]2[CH:19]([OH:20])[CH2:18][N:17](CC3C=CC=CC=3)[CH2:16]2)[N:9]=1)([CH3:4])([CH3:3])[CH3:2]>CO.[Pd]>[C:1]([O:5][C:6](=[O:28])[NH:7][C:8]1[CH:13]=[CH:12][CH:11]=[C:10]([CH2:14][CH:15]2[CH:19]([OH:20])[CH2:18][NH:17][CH2:16]2)[N:9]=1)([CH3:4])([CH3:2])[CH3:3]. Procedure details: A suspension of [6-(1-benzyl-4-hydroxy-pyrrolidin-3-ylmethyl)-pyridin-2-yl]-carbamic acid tert-butyl ester I-3 (0.002 mol) and 10% Pd—C (0.7 g) in MeOH (30 mL) was stirred at 45° C. under hydrogen overnight. Then, the catalyst was removed by filtration and washed with MeOH (30 mL). The filtrate was concentrated to give II-1. Most of the product was used in the next reaction without further purification (100%). Some was purified by column chromatography (silica gel, CH2Cl2:MeOH:Et3N, 6:30:0.1) to...